This data is from the Open Reaction Database (ORD), a public repository of structured organic reaction records. The task is: describe an organic reaction: reactants, conditions, products, and yield The reactants are CCO, SC1=Nc2cccc3cccc1c23, NOCCCn1ccnc1. Yields the product c1cc2c3c(cccc3c1)C(NOCCCn1ccnc1)=N2. RXN SMILES: [CH3:24][CH2:25][OH:26].[N:11]1=[C:12]([SH:23])[c:13]2[c:14]3[c:15]([cH:16][cH:17][cH:18][c:19]31)[cH:20][cH:21][cH:22]2.[n:1]1([CH2:6][CH2:7][CH2:8][O:9][NH2:10])[cH:2][n:3][cH:4][cH:5]1>>[n:1]1([CH2:6][CH2:7][CH2:8][O:9][NH:10][C:12]2=[N:11][c:19]3[c:14]4[c:13]2[cH:22][cH:21][cH:20][c:15]4[cH:16][cH:17][cH:18]3)[cH:2][n:3][cH:4][cH:5]1. Reactants: O=CC(=O)O, COc1ccc(B(O)O)cc1OC, CC#N, NC(=O)c1cc(N)ccc1F, CN(C)C=O, O. Product: COc1ccc(C(Nc2ccc(F)c(C(N)=O)c2)C(=O)O)cc1OC. Reaction SMILES: [C:26]([CH:27]=[O:28])(=[O:29])[OH:30].[CH3:12][O:13][c:14]1[cH:15][c:16]([B:22]([OH:23])[OH:24])[cH:17][cH:18][c:19]1[O:20][CH3:21].[CH3:31][C:32]#[N:33].[NH2:1][c:2]1[cH:3][c:4]([C:5](=[O:6])[NH2:7])[c:8]([F:11])[cH:9][cH:10]1.[O:34]=[CH:35][N:36]([CH3:37])[CH3:38].[OH2:25]>>[NH:1]([c:2]1[cH:3][c:4]([C:5](=[O:6])[NH2:7])[c:8]([F:11])[cH:9][cH:10]1)[CH:27]([c:16]1[cH:15][c:14]([O:13][CH3:12])[c:19]([O:20][CH3:21])[cH:18][cH:17]1)[C:26](=[O:29])[OH:30]. The reactants are CC(CCC=C)=O (Hex-5-en-2-one), C(C=C)N (allylamine), C1(=CC=C(C=C1)S(=O)(=O)O)C (p-toluene sulfonic acid). Run in C(Cl)Cl (CH2Cl2). Conditions: time 8 hour. Product: C(C=C)NC(CCC=C)C.C(C=C)N=C(CCC=C)C (Allyl-(1-methyl-pent-4-enylidene)-amine Allyl-(1-methyl-pent-4-enyl)-amine). RXN SMILES: [CH3:1][C:2](=O)[CH2:3][CH2:4][CH:5]=[CH2:6].[CH2:8]([NH2:11])[CH:9]=[CH2:10].[C:12]1(C)[CH:17]=[CH:16][C:15](S(O)(=O)=O)=[CH:14][CH:13]=1>C(Cl)Cl>[CH2:8]([NH:11][CH:2]([CH3:1])[CH2:3][CH2:4][CH:5]=[CH2:6])[CH:9]=[CH2:10].[CH2:8]([N:11]=[C:16]([CH3:15])[CH2:17][CH2:12][CH:13]=[CH2:14])[CH:9]=[CH2:10] |f:4.5|. Procedure details: Hex-5-en-2-one (9.8 g, 11.6 ml, 100 mmol) was added to a stirred solution of allylamine (8.55 mmol, 11.25 ml, 150 mmol), 4 Angstrom molecular sieves (52 g), and p-toluene sulfonic acid (10 mg) in CH2Cl2 (200 ml) and was stirred overnight. The reaction mixture was concentrated in vacuo by rotary evaporation and was used in the next reaction without further purification (13 g, 95%). Electrospray mass spec: M+H+=137.9 The reactants are C(#N)C(C)(C)C=1C=C(C=CC1)C(=O)NC=1C=C(OC2=C(C3=C(N=C(S3)NC(=O)C3CC3)C=C2)C(=O)OC)C=CC1 (Methyl 6-[3-({[3-(1-cyano-1-methylethyl)phenyl]carbonyl}amino)phenoxy]-2-[(cyclopropylcarbonyl)amino]-1,3-benzothiazole-7-carboxylate), O.[OH-].[Li+] (lithium hydroxide monohydrate), Cl (hydrochloric acid). Run in C(C)(=O)OCC (ethyl acetate), O1CCCC1 (tetrahydrofuran), O1CCCC1 (tetrahydrofuran), CO (methanol), O (water). Run at time 12 hour. The product is C(#N)C(C)(C)C=1C=C(C=CC1)C(=O)NC=1C=C(OC2=C(C3=C(N=C(S3)NC(=O)C3CC3)C=C2)C(=O)O)C=CC1 (6-[3-({[3-(1-cyano-1-methylethyl)phenyl]carbonyl}amino)phenoxy]-2-[(cyclopropylcarbonyl)amino]-1,3-benzothiazole-7-carboxylic acid). Isolated yield 54.4%. As a reaction SMILES: [C:1]([C:3]([C:6]1[CH:7]=[C:8]([C:12]([NH:14][C:15]2[CH:16]=[C:17]([CH:38]=[CH:39][CH:40]=2)[O:18][C:19]2[CH:33]=[CH:32][C:22]3[N:23]=[C:24]([NH:26][C:27]([CH:29]4[CH2:31][CH2:30]4)=[O:28])[S:25][C:21]=3[C:20]=2[C:34]([O:36]C)=[O:35])=[O:13])[CH:9]=[CH:10][CH:11]=1)([CH3:5])[CH3:4])#[N:2].O.[OH-].[Li+].Cl>O1CCCC1.CO.O.C(OCC)(=O)C>[C:1]([C:3]([C:6]1[CH:7]=[C:8]([C:12]([NH:14][C:15]2[CH:16]=[C:17]([CH:38]=[CH:39][CH:40]=2)[O:18][C:19]2[CH:33]=[CH:32][C:22]3[N:23]=[C:24]([NH:26][C:27]([CH:29]4[CH2:30][CH2:31]4)=[O:28])[S:25][C:21]=3[C:20]=2[C:34]([OH:36])=[O:35])=[O:13])[CH:9]=[CH:10][CH:11]=1)([CH3:5])[CH3:4])#[N:2] |f:1.2.3|. Procedure: Methyl 6-[3-({[3-(1-cyano-1-methylethyl)phenyl]carbonyl}amino)phenoxy]-2-[(cyclopropylcarbonyl)amino]-1,3-benzothiazole-7-carboxylate (570 mg, 1.02 mmol) produced in Example 46(iv) was dissolved in a mixed solvent of tetrahydrofuran (6 mL)/methanol (2 mL)/water (2 mL), lithium hydroxide monohydrate (150 mg, 3.66 mmol) was added, and the mixture was stirred at room temperature for 12 hr. The reaction mixture was neutralized with 1N hydrochloric acid, diluted with ethyl acetate (100 mL)/tetrahydro... Product: CCc1nc(-c2ccc(Cl)cc2Cl)c(CC)nc1NC1CCCc2cc(OC)ccc21. Reaction SMILES: [Br:30][c:31]1[n:32][c:33]([CH2:34][CH3:35])[c:36]([NH:37][CH:40]2[CH2:41][CH2:42][CH2:43][c:44]3[cH:45][c:46]([O:50][CH3:51])[cH:47][cH:48][c:49]32)[n:38][c:39]1[CH2:52][CH3:53].[CH3:131][O:132][CH2:133][CH2:134][O:135][CH3:136].[Cl:1][c:2]1[c:3](-[c:9]2[n:10][c:11]([CH2:28][CH3:29])[c:12]([NH:17][CH:18]3[c:19]4[c:20]([cH:21][cH:22][cH:23][cH:24]4)[CH2:25][CH:26]3[OH:27])[n:13][c:14]2[CH2:15][CH3:16])[cH:4][cH:5][c:6]([Cl:8])[cH:7]1.[Pd:54].[c:112]1([P:113]([c:114]2[cH:115][cH:116][cH:117][cH:118][cH:119]2)[c:120]2[cH:121][cH:122][cH:123][cH:124][cH:125]2)[cH:126][cH:127][cH:128][cH:129][cH:130]1.[c:55]1([P:56]([c:57]2[cH:58][cH:59][cH:60][cH:61][cH:62]2)[c:63]2[cH:64][cH:65][cH:66][cH:67][cH:68]2)[cH:69][cH:70][cH:71][cH:72][cH:73]1.[c:74]1([P:75]([c:76]2[cH:77][cH:78][cH:79][cH:80][cH:81]2)[c:82]2[cH:83][cH:84][cH:85][cH:86][cH:87]2)[cH:88][cH:89][cH:90][cH:91][cH:92]1.[c:93]1([P:94]([c:95]2[cH:96][cH:97][cH:98][cH:99][cH:100]2)[c:101]2[cH:102][cH:103][cH:104][cH:105][cH:106]2)[cH:107][cH:108][cH:109][cH:110][cH:111]1>>[Cl:1][c:2]1[c:3](-[c:9]2[n:10][c:11]([CH2:28][CH3:29])[c:12]([NH:17][CH:40]3[CH2:41][CH2:42][CH2:43][c:44]4[cH:45][c:46]([O:50][CH3:51])[cH:47][cH:48][c:49]43)[n:13][c:14]2[CH2:15][CH3:16])[cH:4][cH:5][c:6]([Cl:8])[cH:7]1. Reactants: CCc1nc(NC2CCCc3cc(OC)ccc32)c(CC)nc1Br, COCCOC, CCc1nc(-c2ccc(Cl)cc2Cl)c(CC)nc1NC1c2ccccc2CC1O, [Pd], c1ccc(P(c2ccccc2)c2ccccc2)cc1, c1ccc(P(c2ccccc2)c2ccccc2)cc1, c1ccc(P(c2ccccc2)c2ccccc2)cc1, c1ccc(P(c2ccccc2)c2ccccc2)cc1. Reactants: COCCOC=1C=C2C=NC(NC2=CC1OCCOC)=O (6,7-bis(2-methoxy-ethoxy)-quinazolone), C(C(=O)Cl)(=O)Cl (oxalylchloride). Reagents/catalysts: CN(C)C=O (DMF). Run in C(Cl)(Cl)Cl (CHCl3). The product is ClC1=NC=NC2=CC(=C(C=C12)OCCOC)OCCOC (4-Chloro-6,7-bis-(2-methoxy-ethoxy)-quinazoline). Isolated yield 97.8%. Reaction SMILES: [CH3:1][O:2][CH2:3][CH2:4][O:5][C:6]1[CH:7]=[C:8]2[C:13](=[CH:14][C:15]=1[O:16][CH2:17][CH2:18][O:19][CH3:20])[NH:12][C:11](=O)[N:10]=[CH:9]2.C(Cl)(=O)C([Cl:25])=O>C(Cl)(Cl)Cl.CN(C=O)C>[Cl:25][C:9]1[C:8]2[C:13](=[CH:14][C:15]([O:16][CH2:17][CH2:18][O:19][CH3:20])=[C:6]([O:5][CH2:4][CH2:3][O:2][CH3:1])[CH:7]=2)[N:12]=[CH:11][N:10]=1. Reported procedure: To 6,7-bis(2-methoxy-ethoxy)-quinazolone (500 mg, 1.7 mmol), from Preparation 1, in CHCl3 (10 mL) containing one drop of DMF was added oxalylchloride (490 μL, 5.6 mmol) in several portions over 5 minutes. Once foaming ceased the solution was refluxed 1.5 hours. The solvent was removed in vacuo and the residue was dissolved in 1,2-dichloroethane (20 mL) and washed two times with 80 mL saturated aqueous Na2CO3. The organic phase was dried over Na2SO4, and concentrated in vacuo to afford solid titl... The reactants are C1(=CC=CC=C1)NN (phenylhydrazine), C(C)OC(=O)C=1N(C2=CC=C(C=C2C1C(C(=O)OC)=O)F)CC (methyl 2-(ethoxycarbonyl)-1-ethyl-5-fluoro-α-oxo-1H-indole-3-acetate), O (water). The solvent is C(C)(=O)O (acetic acid). Reaction conditions: time 30 minute. Product: C(C)N1C2=C(C=3C=C(C=CC13)F)C(=NN(C2=O)C2=CC=CC=C2)C(=O)OC (Methyl 5-ethyl-8-fluoro-4-oxo-3-phenyl-3,5-dihydro-4H-pyridazino[4,5-b]indole-1-carboxylate). Yield: 65.6%. Reaction SMILES: [C:1]1([NH:7][NH2:8])[CH:6]=[CH:5][CH:4]=[CH:3][CH:2]=1.C([O:11][C:12]([C:14]1[N:15]([CH2:30][CH3:31])[C:16]2[C:21]([C:22]=1[C:23](=O)[C:24]([O:26][CH3:27])=[O:25])=[CH:20][C:19]([F:29])=[CH:18][CH:17]=2)=O)C.O>C(O)(=O)C>[CH2:30]([N:15]1[C:16]2[CH:17]=[CH:18][C:19]([F:29])=[CH:20][C:21]=2[C:22]2[C:23]([C:24]([O:26][CH3:27])=[O:25])=[N:8][N:7]([C:1]3[CH:6]=[CH:5][CH:4]=[CH:3][CH:2]=3)[C:12](=[O:11])[C:14]1=2)[CH3:31]. Reported procedure: 18.4 ml (187.2 mmol) of phenylhydrazine are added, at room temperature, to a solution of 14 g (43.6 mmol) of methyl 2-(ethoxycarbonyl)-1-ethyl-5-fluoro-α-oxo-1H-indole-3-acetate in 150 ml of acetic acid and the reaction mixture is stirred for 30 min at room temperature and then for 2 h at reflux. The mixture is cooled, 100 ml of water are added and an insoluble material is separated by filtration, the insoluble material being washed on sintered glass with a 70/30 mixture of water and acetone. 10... Reactants: O (water), OC1=CC=C(C=C1)C#CC#N ((p-hydroxyphenyl)propiolonitrile), C(CCCC)[C@@H]1CC[C@H](CC1)C(=O)O (trans-4-pentylcyclohexanecarboxylic acid), C1(CCCCC1)N=C=NC1CCCCC1 (N,N'-dicyclohexylcarbodiimide). The reagents and catalysts are CN(C1=CC=NC=C1)C (4-(dimethylamino)pyridine). Run in C(Cl)Cl (methylene chloride). Run at time 105 minute. Product: residue, C(#N)C#CC1=CC=C(C=C1)OC(=O)[C@@H]1CC[C@H](CC1)CCCCC (trans-4-pentylcyclohexanecarboxylic acid p-(2-cyanoethynyl)phenyl ester). The yield is 83.6%. As a reaction SMILES: [OH:1][C:2]1[CH:7]=[CH:6][C:5]([C:8]#[C:9][C:10]#[N:11])=[CH:4][CH:3]=1.[CH2:12]([C@H:17]1[CH2:22][CH2:21][C@H:20]([C:23](O)=[O:24])[CH2:19][CH2:18]1)[CH2:13][CH2:14][CH2:15][CH3:16].C1(N=C=NC2CCCCC2)CCCCC1.O>CN(C)C1C=CN=CC=1.C(Cl)Cl>[C:10]([C:9]#[C:8][C:5]1[CH:4]=[CH:3][C:2]([O:1][C:23]([C@H:20]2[CH2:21][CH2:22][C@H:17]([CH2:12][CH2:13][CH2:14][CH2:15][CH3:16])[CH2:18][CH2:19]2)=[O:24])=[CH:7][CH:6]=1)#[N:11]. Procedure: A mixture of 143 mg of (p-hydroxyphenyl)propiolonitrile, 218 mg of trans-4-pentylcyclohexanecarboxylic acid, 227 mg of N,N'-dicyclohexylcarbodiimide and 12.2 mg of 4-(dimethylamino)pyridine in 15 ml of methylene chloride was stirred at room temperature for 105 minutes in a round flask under argon gasification. The yellow heterogeneous mixture was subsequently poured into 30 ml of water and extracted twice with 30 ml of methylene chloride each time. The organic phases were washed in sequence twic...